This data is from the Open Reaction Database (ORD), a public repository of structured organic reaction records. The task is: describe an organic reaction: reactants, conditions, products, and yield The reactants are CN(CCCNC1=C(C(=NC(=C1[N+](=O)[O-])Cl)C)C(=O)OCC)C (4-[[3-(dimethylamino)propyl]amino]-6-chloro-2-methyl-5-nitropyridine-3-carboxylic acid, ethyl ester), C(C)O (ethanol), [S-2].[Na+].[Na+] (sodium sulfide). Solvent: O (water). The product is CN(CCCNC1=C(C(=NC(=C1[N+](=O)[O-])S)C)C(=O)OCC)C (4-[[3-(Dimethylamino)propyl]amino]-6-mercapto-2-methyl-5-nitropyridine-3-carboxylic acid, ethyl ester). Reaction SMILES: [CH3:1][N:2]([CH3:23])[CH2:3][CH2:4][CH2:5][NH:6][C:7]1[C:12]([N+:13]([O-:15])=[O:14])=[C:11](Cl)[N:10]=[C:9]([CH3:17])[C:8]=1[C:18]([O:20][CH2:21][CH3:22])=[O:19].C(O)C.[S-2:27].[Na+].[Na+]>O>[CH3:1][N:2]([CH3:23])[CH2:3][CH2:4][CH2:5][NH:6][C:7]1[C:12]([N+:13]([O-:15])=[O:14])=[C:11]([SH:27])[N:10]=[C:9]([CH3:17])[C:8]=1[C:18]([O:20][CH2:21][CH3:22])=[O:19] |f:2.3.4|. Procedure: 34.5 g. of 4-[[3-(dimethylamino)propyl]amino]-6-chloro-2-methyl-5-nitropyridine-3-carboxylic acid, ethyl ester are dissolved in 100 ml. of ethanol. 15 g. of sodium sulfide in 10 ml. of water are added and the mixture is stirred without cooling for 1 hour. After this time, the precipitated 4-[[3-(dimethylamino)propyl]amino]-6-mercapto-2-methyl-5-nitropyridine-3-carboxylic acid, ethyl ester is filtered off and recrystallized from methanol, yield 18 g. (53%), m.p. 131°-132°. Reactants: CN(C)C=O (DMF), C(CCCCCCCCC)C=1C=C2C=C(C(=CC2=CC1)OS(=O)(=O)C(F)(F)F)SC (6-decyl-3-methylthio-2-(trifluoromethanesulfonyloxy)naphthalene), 1,2-bis(tributylstanyl)ethylene, compound (5)-05. Reagents/catalysts: C=1C=CC(=CC1)[P](C=2C=CC=CC2)(C=3C=CC=CC3)[Pd]([P](C=4C=CC=CC4)(C=5C=CC=CC5)C=6C=CC=CC6)([P](C=7C=CC=CC7)(C=8C=CC=CC8)C=9C=CC=CC9)[P](C=1C=CC=CC1)(C=1C=CC=CC1)C=1C=CC=CC1 (Pd(PPh3)4). Solvent: O (water). Run at temperature 90 celsius, time 17 hour. The product is C(CCCCCCCCC)C=1C=C2C=C(C(=CC2=CC1)\C=C\C1=CC2=CC=C(C=C2C=C1SC)CCCCCCCCCC)SC (trans-1,2-bis(6-decyl-3-methylthionaphthalen-2-yl)ethylene). Isolated yield 257.7%. RXN SMILES: CN(C=O)C.[CH2:6]([C:16]1[CH:17]=[C:18]2[C:23](=[CH:24][CH:25]=1)[CH:22]=[C:21](OS(C(F)(F)F)(=O)=O)[C:20]([S:34][CH3:35])=[CH:19]2)[CH2:7][CH2:8][CH2:9][CH2:10]CCCCC>O.C1C=CC([P]([Pd]([P](C2C=CC=CC=2)(C2C=CC=CC=2)C2C=CC=CC=2)([P](C2C=CC=CC=2)(C2C=CC=CC=2)C2C=CC=CC=2)[P](C2C=CC=CC=2)(C2C=CC=CC=2)C2C=CC=CC=2)(C2C=CC=CC=2)C2C=CC=CC=2)=CC=1>[CH2:25]([C:24]1[CH:23]=[C:22]2[C:6](=[CH:7][CH:8]=1)[CH:16]=[C:19](/[CH:18]=[CH:17]/[C:21]1[C:20]([S:34][CH3:35])=[CH:19][C:18]3[C:23](=[CH:24][CH:25]=[C:16]([CH2:6][CH2:7][CH2:8][CH2:9][CH2:10][CH2:17][CH2:18][CH2:19][CH2:20][CH3:21])[CH:17]=3)[CH:22]=1)[C:20]([S:34][CH3:35])=[CH:21]2)[CH2:16][CH2:6][CH2:7][CH2:8][CH2:9][CH2:10][CH2:24][CH2:23][CH3:22] |^1:40,42,61,80|. Procedure: Pd(PPh3)4 (322 mg, 0.29 mmol, 7 mol %) was added to a DMF (40 ml) solution of 6-decyl-3-methylthio-2-(trifluoromethanesulfonyloxy)naphthalene (compound (4)-81) (1.9 g, 4.1 mmol) and 1,2-bis(tributylstanyl)ethylene (compound (5)-05). The mixture was heated and stirred at 90° C. for 17 hours in a dark place, diluted with water, and extracted with chloroform. The extracted solution was dried with MgSO4, and condensed. The residue was refined by column chromatography (silica gel, developed with dich... Starting materials: IC1=CC=C(C=C1)\C(=C/CO)\C=1C=NC(=CC1)C1=CC=CC=C1 ((E)-3-(4-iodophenyl)-3-(6-phenylpyridin-3-yl)prop-2-en-1-ol), CC1=C(OCC(=O)O)C=CC(=C1)OC\C=C(/C1=CC=CC=C1)\C1=CC=C(C=C1)C#CCN1CCOCC1 ((E)-[2-Methyl-4-[3-[4-[3-(morpholin-4-yl)propynyl]phenyl]-3-phenylallyloxy]phenoxy]acetic Acid), C1(=CC=CC=C1)P(C1=CC=CC=C1)C1=CC=CC=C1 (triphenylphosphine), N(=NC(=O)OC(C)C)C(=O)OC(C)C (diisopropyl azodicarboxylate). The solvent is C1(=CC=CC=C1)C (toluene), O1CCCC1 (tetrahydrofuran), O1CCCC1 (tetrahydrofuran). Reaction conditions: temperature 0 celsius, time 3 day. Product: IC1=CC=C(C=C1)\C(=C/COC1=CC(=C(OCC(=O)OC)C=C1)C)\C=1C=NC(=CC1)C1=CC=CC=C1 (methyl (E)-[4-[3-(4-iodophenyl)-3-(6-phenylpyridin-3-yl)allyloxy]-2-methylphenoxy]acetate). RXN SMILES: [I:1][C:2]1[CH:7]=[CH:6][C:5](/[C:8](/[C:12]2[CH:13]=[N:14][C:15]([C:18]3[CH:23]=[CH:22][CH:21]=[CH:20][CH:19]=3)=[CH:16][CH:17]=2)=[CH:9]\[CH2:10][OH:11])=[CH:4][CH:3]=1.[CH3:24][C:25]1[CH:35]=[C:34](OC/C=C(/C2C=CC(C#CCN3CCOCC3)=CC=2)\C2C=CC=CC=2)[CH:33]=[CH:32][C:26]=1[O:27][CH2:28][C:29]([OH:31])=[O:30].[C:61]1(P(C2C=CC=CC=2)C2C=CC=CC=2)C=CC=CC=1.N(C(OC(C)C)=O)=NC(OC(C)C)=O>C1(C)C=CC=CC=1.O1CCCC1>[I:1][C:2]1[CH:7]=[CH:6][C:5](/[C:8](/[C:12]2[CH:13]=[N:14][C:15]([C:18]3[CH:23]=[CH:22][CH:21]=[CH:20][CH:19]=3)=[CH:16][CH:17]=2)=[CH:9]\[CH2:10][O:11][C:34]2[CH:33]=[CH:32][C:26]([O:27][CH2:28][C:29]([O:31][CH3:61])=[O:30])=[C:25]([CH3:24])[CH:35]=2)=[CH:4][CH:3]=1. Procedure: The above allyl alcohol (238 mg, 0.0.65 mmol), methyl (4-hydroxy-2-methylphenoxy)acetate (140 mg, 0.715 mmol; example 2) and triphenylphosphine (205 mg, 0.78 mmol) were dissolved in a mixture of anhydrous toluene (8 mL) and tetrahydrofuran (6 mL). The mixture was cooled to 0° C., kept under argon and a degassed solution of diisopropyl azodicarboxylate (0.163 mL, 0.78 mmol) in anhydrous tetrahydrofuran (1 mL) was added dropwise during 10 min. The reaction mixture was allowed to warm up to ambient... Run in ClCCl (dichloromethane). Procedure details: To a solution of N-[3-(1,3-thiazol-2-yl)benzyl]propan-2-amine (35 mg, 0.15 mmol, 1.0 eq) in dichloromethane (2.5 mL) was added 1-isocyanato-4-(trifluoromethoxy)benzene (30 mg, 0.15 mmol, 1.0 eq) and the reaction was stirred at 23° C. for 16 hours. The reaction mixture was concentrated under reduced pressure and the resulting residue was purified by reverse phase liquid chromatography (Gemini-NX C18, 5 μm, 30×100 mm column; 0-100% CH3CN/H2O gradient w/0.10% TFA present) to yield 1-propan-2-yl-1-[... Product: CC(C)N(C(=O)NC1=CC=C(C=C1)OC(F)(F)F)CC1=CC(=CC=C1)C=1SC=CN1 (1-propan-2-yl-1-[3-(1,3-thiazol-2-yl)benzyl]-3-[4-(trifluoromethoxy)phenyl]urea). Starting materials: S1C(=NC=C1)C=1C=C(CNC(C)C)C=CC1 (N-[3-(1,3-thiazol-2-yl)benzyl]propan-2-amine), N(=C=O)C1=CC=C(C=C1)OC(F)(F)F (1-isocyanato-4-(trifluoromethoxy)benzene). Run at temperature 23 celsius, time 16 hour. Reaction SMILES: [S:1]1[CH:5]=[CH:4][N:3]=[C:2]1[C:6]1[CH:7]=[C:8]([CH:14]=[CH:15][CH:16]=1)[CH2:9][NH:10][CH:11]([CH3:13])[CH3:12].[N:17]([C:20]1[CH:25]=[CH:24][C:23]([O:26][C:27]([F:30])([F:29])[F:28])=[CH:22][CH:21]=1)=[C:18]=[O:19]>ClCCl>[CH3:12][CH:11]([N:10]([CH2:9][C:8]1[CH:14]=[CH:15][CH:16]=[C:6]([C:2]2[S:1][CH:5]=[CH:4][N:3]=2)[CH:7]=1)[C:18]([NH:17][C:20]1[CH:25]=[CH:24][C:23]([O:26][C:27]([F:28])([F:29])[F:30])=[CH:22][CH:21]=1)=[O:19])[CH3:13]. The reactants are O.C(C=O)(=O)O (glyoxylic acid monohydrate), C(C)(=O)OC(C)=O (acetic anhydride), C(C)(=O)O (acetic acid), resultant mixture, S(=O)(Cl)Cl (thionyl chloride). Run in C1(=CC=CC=C1)C (toluene). Product: C(C)(=O)OC(C(=O)Cl)OC(C)=O (2-Chloro-2-oxoethane-1,1-diyl diacetate). The yield is 63.0%. RXN SMILES: O.[C:2]([OH:6])(=[O:5])[CH:3]=[O:4].C(O[C:11](=[O:13])[CH3:12])(=O)C.[C:14]([OH:17])(=O)[CH3:15].S(Cl)([Cl:20])=O>C1(C)C=CC=CC=1>[C:14]([O:5][CH:2]([O:6][C:11](=[O:13])[CH3:12])[C:3]([Cl:20])=[O:4])(=[O:17])[CH3:15] |f:0.1|. Reported procedure: A mixture of glyoxylic acid monohydrate (53.2 g, 578 mmol), acetic anhydride (530 mL, 5.61 mol) and acetic acid (120 mL) was refluxed for 2 h, concentrated in vacuo and azeotroped with toluene. The residue was diluted with toluene (270 mL), and thionyl chloride (84 mL, 1.15 mol) was added to the mixture. The resultant mixture was stirred at 60° C. for 16 h and concentrated in vacuo. The residue was purified by distillation (6-8 hpa, 70-80° C.) to afford compound the title compound as a colorless... Reactants: C(C)(C)(C)OC(=O)N1C[C@H](C[C@H](C1)NC(=O)OCC1=CC=CC=C1)C(=O)OC (1-(t-Butoxycarbonyl)-cis-3-methoxycarbonyl-5-(benzyloxycarbonyl)amino piperidine). The reagents and catalysts are [Pd] (Pd/C). Run in CCOC(=O)C (EtOAc). Conditions: time 8 hour. Product: C(C)(C)(C)OC(=O)N1C[C@H](C[C@H](C1)N)C(=O)OC (1-(t-Butoxycarbonyl)-cis-3-methoxycarbonyl-5-amino piperidine). As a reaction SMILES: [C:1]([O:5][C:6]([N:8]1[CH2:13][C@H:12]([NH:14]C(OCC2C=CC=CC=2)=O)[CH2:11][C@H:10]([C:25]([O:27][CH3:28])=[O:26])[CH2:9]1)=[O:7])([CH3:4])([CH3:3])[CH3:2]>CCOC(C)=O.[Pd]>[C:1]([O:5][C:6]([N:8]1[CH2:13][C@H:12]([NH2:14])[CH2:11][C@H:10]([C:25]([O:27][CH3:28])=[O:26])[CH2:9]1)=[O:7])([CH3:4])([CH3:3])[CH3:2]. Procedure details: 1-(t-Butoxycarbonyl)-cis-3-methoxycarbonyl-5-(benzyloxycarbonyl)amino piperidine (2.55 g, 6.51 mmol) was dissolved in EtOAc (75 mL), treated with Pd/C (510 mg) and shaken on a Parr apparatus at 45 psi overnight. The reaction mixture was filtered through celite, concentrated, and chromatographed (silica gel, 2% MeOH/CH2Cl2 with NH4OH) to give the title compound.